This data is from the Open Reaction Database (ORD), a public repository of structured organic reaction records. The task is: describe an organic reaction: reactants, conditions, products, and yield The reactants are C(C)(=O)NC1=CC=C(C=C1)S(=O)(=O)Cl (4-acetylaminobenzenesulfonyl chloride), CN (methylamine). The product is CNS(=O)(=O)C1=CC=C(C=C1)NC(C)=O (N-(4-Methylsulfamoylphenyl)acetamide). Reaction SMILES: [C:1]([NH:4][C:5]1[CH:10]=[CH:9][C:8]([S:11](Cl)(=[O:13])=[O:12])=[CH:7][CH:6]=1)(=[O:3])[CH3:2].[CH3:15][NH2:16]>>[CH3:15][NH:16][S:11]([C:8]1[CH:9]=[CH:10][C:5]([NH:4][C:1](=[O:3])[CH3:2])=[CH:6][CH:7]=1)(=[O:13])=[O:12]. Procedure details: 10.5 g (45 mmol) of 4-acetylaminobenzenesulfonyl chloride are stirred at 50° C. for 3 hours in 100 ml of 40% strength methylamine solution. The solution is then extracted three times with ethyl acetate. The organic phases are dried using Na2SO4 and concentrated. The residue is stirred with dichloromethane and the insoluble constituents are filtered off. Concentration of the filtrate gives the desired sulfonamide in adequate purity and almost quantitative yield. (MS-CI+: 229.1; LCMS Rt=3.249 min)